This data is from the Open Reaction Database (ORD), a public repository of structured organic reaction records. The task is: describe an organic reaction: reactants, conditions, products, and yield Reactants: Cl (HCl), CN(S(=O)(=O)N1C(=NC(=C1)C(C1=CC=CC=C1)O)[Si](C)(C)C(C)(C)C)C (2-(tert-butyl-dimethyl-silanyl)-4-(hydroxy-phenyl-methyl)-imidazole-1-sulfonic acid dimethylamide). The yield is 28.1%. Solvent: CO (methanol). Procedure details: A gentle stream of HCl gas was bubbled through a refluxing solution of 2-(tert-butyl-dimethyl-silanyl)-4-(hydroxy-phenyl-methyl)-imidazole-1-sulfonic acid dimethylamide (0.2 g, 0.51 mmol) in methanol (5 ml) for 1 hour. The solvent was evaporated and sodium hydroxide solution was added. The mixture was extracted with dichloromethane (2 times). The combined organic layers are dried over MgSO4, filtered and concentrated. The residue was purified by flash chromatography (silica gel, dichloromethane/... RXN SMILES: Cl.CN(C)S([N:7]1[CH:11]=[C:10]([CH:12]([OH:19])[C:13]2[CH:18]=[CH:17][CH:16]=[CH:15][CH:14]=2)[N:9]=[C:8]1[Si](C(C)(C)C)(C)C)(=O)=O>CO>[OH:19][CH:12]([C:13]1[CH:14]=[CH:15][CH:16]=[CH:17][CH:18]=1)[C:10]1[NH:9][CH:8]=[N:7][CH:11]=1. Yields the product OC(C1=CN=CN1)C1=CC=CC=C1 (rac-5-(hydroxy-phenyl-methyl)-1H-imidazole).